Dataset: the Open Reaction Database (ORD), a public repository of structured organic reaction records. Task: describe an organic reaction: reactants, conditions, products, and yield Reactants: Cl.ClCC1=NC2=CC=CC=C2C=C1 (2-(chloromethyl)quinoline hydrochloride), [H-].[Na+] (sodium hydride), C([O-])(O)=O.[Na+] (sodium bicarbonate), OC=1C=C(C=CC1)SCC1=C(C(=O)OCC(C)C)C(=CC=C1)C (Isobutyl 2-[3-(hydroxy)-phenylsulfanylmethyl]-6-methyl-benzoate). Solvent: CN(C)C=O (DMF), C(C)OCC (ethyl ether). Run at time 16 hour. The product is CC1=C(C(=O)OCC(C)C)C(=CC=C1)CSC1=CC(=CC=C1)OCC1=NC2=CC=CC=C2C=C1 (Isobutyl 2-methyl-6-[3-(quinolin-2-ylmethoxy)-phenylsulfanylmethyl]-benzoate). As a reaction SMILES: Cl.Cl[CH2:3][C:4]1[CH:13]=[CH:12][C:11]2[C:6](=[CH:7][CH:8]=[CH:9][CH:10]=2)[N:5]=1.C(=O)(O)[O-].[Na+].[OH:19][C:20]1[CH:21]=[C:22]([S:26][CH2:27][C:28]2[CH:40]=[CH:39][CH:38]=[C:37]([CH3:41])[C:29]=2[C:30]([O:32][CH2:33][CH:34]([CH3:36])[CH3:35])=[O:31])[CH:23]=[CH:24][CH:25]=1.[H-].[Na+]>CN(C=O)C.C(OCC)C>[CH3:41][C:37]1[CH:38]=[CH:39][CH:40]=[C:28]([CH2:27][S:26][C:22]2[CH:23]=[CH:24][CH:25]=[C:20]([O:19][CH2:3][C:4]3[CH:13]=[CH:12][C:11]4[C:6](=[CH:7][CH:8]=[CH:9][CH:10]=4)[N:5]=3)[CH:21]=2)[C:29]=1[C:30]([O:32][CH2:33][CH:34]([CH3:36])[CH3:35])=[O:31] |f:0.1,2.3,5.6|. Procedure details: The free base of 2-(chloromethyl)quinoline hydrochloride (148 mg, 0.69 mmol) is prepard by partioning the material between ethyl ether and sodium bicarbonate and drying the organic phase with magnesium sulfate. This material is then dissolved with isobutyl 2-[3-(hydroxy)-phenylsulfanylmethyl]-6-methyl-benzoate (220 mg, 0.67 mmol, example 83) in DMF (2 mL) at 0° C. and sodium hydride (60%, 27 mg 0.67 mmol) is added. The reaction is allowed to stir 16 h and is then partitioned between ethyl acetat... Reactants: FC1=C(C=O)C=CC(=C1O)F (2,4-difluoro-3-hydroxybenzaldehyde), C(CC(=O)O)(=O)O (malonic acid). Solvent: N1=CC=CC=C1 (pyridine), N1CCCCC1 (piperidine). Yields the product FC1=C(C=CC(=C1O)F)/C=C/C(=O)O ((E)-3-(2,4-difluoro-3-hydroxyphenyl)acrylic acid). Isolated yield 86.7%. Reaction SMILES: [F:1][C:2]1[C:9]([OH:10])=[C:8]([F:11])[CH:7]=[CH:6][C:3]=1[CH:4]=O.C(O)(=O)[CH2:13][C:14]([OH:16])=[O:15]>N1C=CC=CC=1.N1CCCCC1>[F:1][C:2]1[C:9]([OH:10])=[C:8]([F:11])[CH:7]=[CH:6][C:3]=1/[CH:4]=[CH:13]/[C:14]([OH:16])=[O:15]. Procedure details: A mixture of 2,4-difluoro-3-hydroxybenzaldehyde (0.255 g, 1.613 mmol) and malonic acid (0.168 g, 1.613 mmol) in pyridine (6 ml) and piperidine (0.06 ml) was heated to reflux for 1 h. All the volatile were removed and the residue was partitioned between NaHCO3 sat. and Et2O. The aqueous phase was acidified with 37% HCl until pH<3 and extracted with AcOEt. The organic layer was dried over sodium sulphate and evaporated to give (E)-3-(2,4-difluoro-3-hydroxyphenyl)acrylic acid (280 mg) as pale a bro... Starting materials: CN1CCCC1=N, O=C=Nc1cc(Cl)ccc1Cl, Cl, [Na+], [OH-], O, c1ccccc1. The product is CN1CCCC1=NC(=O)Nc1cc(Cl)ccc1Cl. RXN SMILES: [CH3:1][N:2]1[C:3](=[NH:7])[CH2:4][CH2:5][CH2:6]1.[Cl:12][c:13]1[c:14]([N:20]=[C:21]=[O:22])[cH:15][c:16]([Cl:19])[cH:17][cH:18]1.[ClH:8].[Na+:11].[OH-:10].[OH2:9].[cH:23]1[cH:24][cH:25][cH:26][cH:27][cH:28]1>>[CH3:1][N:2]1[C:3](=[N:7][C:21]([NH:20][c:14]2[c:13]([Cl:12])[cH:18][cH:17][c:16]([Cl:19])[cH:15]2)=[O:22])[CH2:4][CH2:5][CH2:6]1. Starting materials: C, CO, [H][H], CN1CCN(C(=O)c2cc([N+](=O)[O-])cc(C(F)(F)F)c2)CC1, [Pd]. The product is CN1CCN(C(=O)c2cc(N)cc(C(F)(F)F)c2)CC1. Reaction SMILES: [C:27].[CH3:25][OH:26].[H:23][H:24].[N+:1]([O-:2])(=[O:3])[c:4]1[cH:5][c:6]([C:14](=[O:15])[N:16]2[CH2:17][CH2:18][N:19]([CH3:22])[CH2:20][CH2:21]2)[cH:7][c:8]([C:10]([F:11])([F:12])[F:13])[cH:9]1.[Pd:28]>>[NH2:1][c:4]1[cH:5][c:6]([C:14](=[O:15])[N:16]2[CH2:17][CH2:18][N:19]([CH3:22])[CH2:20][CH2:21]2)[cH:7][c:8]([C:10]([F:11])([F:12])[F:13])[cH:9]1. The reactants are C(C)(C)(C)OC(C(CC1=CC=C(C=C1)F)OC1=C(C=C(C=C1Br)C1=C2C=CC=CC2=C(C2=C1C1=C(S2)C=CC=C1)Br)Br)=O (2-[2,6-dibromo-4-(6-bromo-benzo[b]naphtho[2,3-d]thiophen-11 -yl)-phenoxy]-3-(4-fluoro-phenyl)-propionic acid tert-butyl ester), O (water). Solvent: FC(C(=O)O)(F)F (trifluoroacetic acid). Reaction conditions: temperature 55 celsius. The product is BrC1=C(OC(C(=O)O)CC2=CC=C(C=C2)F)C(=CC(=C1)C1=C2C=CC=CC2=C(C2=C1C1=C(S2)C=CC=C1)Br)Br (2-[2,6-Dibromo-4-(6-bromo-benzo[b]naphtho[2,3-d]thiophen-11-yl)-phenoxy]-3-(4-fluoro-phenyl )-propionic acid), solid. Isolated yield 98.0%. As a reaction SMILES: C([O:5][C:6](=[O:43])[CH:7]([O:16][C:17]1[C:22]([Br:23])=[CH:21][C:20]([C:24]2[C:33]3[C:34]4[CH:40]=[CH:39][CH:38]=[CH:37][C:35]=4[S:36][C:32]=3[C:31]([Br:41])=[C:30]3[C:25]=2[CH:26]=[CH:27][CH:28]=[CH:29]3)=[CH:19][C:18]=1[Br:42])[CH2:8][C:9]1[CH:14]=[CH:13][C:12]([F:15])=[CH:11][CH:10]=1)(C)(C)C.O>FC(F)(F)C(O)=O>[Br:23][C:22]1[CH:21]=[C:20]([C:24]2[C:33]3[C:34]4[CH:40]=[CH:39][CH:38]=[CH:37][C:35]=4[S:36][C:32]=3[C:31]([Br:41])=[C:30]3[C:25]=2[CH:26]=[CH:27][CH:28]=[CH:29]3)[CH:19]=[C:18]([Br:42])[C:17]=1[O:16][CH:7]([CH2:8][C:9]1[CH:14]=[CH:13][C:12]([F:15])=[CH:11][CH:10]=1)[C:6]([OH:43])=[O:5]. Procedure: A suspension of 2-[2,6-dibromo-4-(6-bromo-benzo[b]naphtho[2,3-d]thiophen-11 -yl)-phenoxy]-3-(4-fluoro-phenyl)-propionic acid tert-butyl ester (0.232 g 0.295 mmol) in trifluoroacetic acid (5 mL) was heated at 55° C. for 11 hours. After cooling to room temperature the reaction mixture was poured into water (60 mL) and extracted with ether. The combined ether extracts were washed with water and brine, concentrated, and dried in vacuo at 60° C. to provide the title compound as an off white solid (0.... Reactants: O=C([O-])O, C1CCOC1, CO, CCOC(C)=O, [Na+], O, CC1COCCC1Nc1nc(-n2cnc3ccccc32)ncc1[N+](=O)[O-]. Yields the product CC1COCCC1Nc1nc(-n2cnc3ccccc32)ncc1N. Reaction SMILES: [C:27](=[O:28])([OH:29])[O-:30].[CH2:34]1[O:35][CH2:36][CH2:37][CH2:38]1.[CH3:32][OH:33].[CH3:40][CH2:41][O:42][C:43]([CH3:44])=[O:45].[Na+:31].[OH2:39].[n:1]1(-[c:10]2[n:11][cH:12][c:13]([N+:24]([O-:25])=[O:26])[c:14]([NH:16][CH:17]3[CH:18]([CH3:23])[CH2:19][O:20][CH2:21][CH2:22]3)[n:15]2)[cH:2][n:3][c:4]2[c:5]1[cH:6][cH:7][cH:8][cH:9]2>>[n:1]1(-[c:10]2[n:11][cH:12][c:13]([NH2:24])[c:14]([NH:16][CH:17]3[CH:18]([CH3:23])[CH2:19][O:20][CH2:21][CH2:22]3)[n:15]2)[cH:2][n:3][c:4]2[c:5]1[cH:6][cH:7][cH:8][cH:9]2. Reactants: petroleum ether EtOAc, ClC1=NC=C(C(=C1)C1=NC=C(C=C1C)C)Cl (2′,5′-dichloro-3,5-dimethyl-2,4′-bipyridine), N1(CCNCC1)C(=O)OC(C)(C)C (tert-butyl piperazine-1-carboxylate), [F-].[Cs+] (CsF). Run in CS(=O)C (DMSO), CCOC(=O)C (EtOAc). Run at temperature 120 celsius. Product: ClC=1C(=CC(=NC1)N1CCN(CC1)C(=O)OC(C)(C)C)C1=NC=C(C=C1C)C (Tert-butyl 4-(5′-chloro-3,5-dimethyl-2,4′-bipyridin-2′-yl)piperazine-1-carboxylate). Yield: 78.1%. As a reaction SMILES: Cl[C:2]1[CH:7]=[C:6]([C:8]2[C:13]([CH3:14])=[CH:12][C:11]([CH3:15])=[CH:10][N:9]=2)[C:5]([Cl:16])=[CH:4][N:3]=1.[N:17]1([C:23]([O:25][C:26]([CH3:29])([CH3:28])[CH3:27])=[O:24])[CH2:22][CH2:21][NH:20][CH2:19][CH2:18]1.[F-].[Cs+]>CS(C)=O.CCOC(C)=O>[Cl:16][C:5]1[C:6]([C:8]2[C:13]([CH3:14])=[CH:12][C:11]([CH3:15])=[CH:10][N:9]=2)=[CH:7][C:2]([N:20]2[CH2:19][CH2:18][N:17]([C:23]([O:25][C:26]([CH3:29])([CH3:28])[CH3:27])=[O:24])[CH2:22][CH2:21]2)=[N:3][CH:4]=1 |f:2.3|. Procedure: To a solution of 2′,5′-dichloro-3,5-dimethyl-2,4′-bipyridine (4.5 g, 17.8 mmol) and tert-butyl piperazine-1-carboxylate (4.0 g, 21.4 mmol) in DMSO (80 mL) was added CsF (5.4 g, 35.6 mmol). Then the mixture was heated at 120° C. for 18 hours. TLC (petroleum ether/EtOAc=2:1) showed that the reaction was complete. It was diluted with EtOAc (200 mL), washed with H2O (70 mL) and brine (70 mL), dried over Na2SO4 and concentrated in vacuo. The residue was purified by chromatography on silica gel (petro... Reported procedure: Rink amide resin (1.786 g; 1.00 mmol) is deprotected as described previously. The deprotected resin is shaken in a solution prepared from 4d (745 mg; 2.00 mmol), 1-hydroxybenzotriazole (810 mg, 6.00 mmol), N,N′-diisopropyl carbodiimide (1.010 g, 8.00 mmol) and dimethylformamide (100 mL) overnight at room temperature. The resin is washed thoroughly with several portions of dimethylformamide, then methanol, and finally dichloromethane. The washing continues until the latest filtrate is free of flu... The product is C(C1=CC=CC=C1)(=O)N (benzoic Acid Amide). RXN SMILES: ON1[C:6]2[CH:7]=[CH:8][CH:9]=[CH:10][C:5]=2N=N1.C(N=C=NC(C)C)(C)C.C[N:21](C)[CH:22]=[O:23]>>[C:22]([NH2:21])(=[O:23])[C:5]1[CH:10]=[CH:9][CH:8]=[CH:7][CH:6]=1. The yield is 98.0%. Starting materials: amide, 4d, ON1N=NC2=C1C=CC=C2 (1-hydroxybenzotriazole), C(C)(C)N=C=NC(C)C (N,N′-diisopropyl carbodiimide), CN(C=O)C (dimethylformamide). The reactants are S(O)(O)(=O)=O (sulfuric acid), C(C)(C)(C)SCC=1C=C(C=CC1CN1N=CC(=C1)CC#N)NC(C(C)(C)C)=O (N-[3-tert-Butylsulfanylmethyl-4-(4-cyanomethyl-pyrazol-1-ylmethyl)-phenyl]-2,2-dimethyl-propionamide), C(C)(=O)Cl (acetyl chloride). Reagents/catalysts: S(O)(O)(=O)=O (sulfuric acid). Solvent: CCO (EtOH), CCO (EtOH), O (H2O). Reaction conditions: temperature 50 celsius, time 2 hour. Yields the product C(C)OC(CC=1C=NN(C1)CC1=C(C=C(C=C1)NC(C(C)(C)C)=O)CSC(C)(C)C)=O ({1-[2-tert-Butylsulfanylmethyl-4-(2,2-dimethyl-propionylamino)-benzyl]-1H-pyrazol-4-yl}-acetic acid ethyl ester). Reaction SMILES: [C:1]([S:5][CH2:6][C:7]1[CH:8]=[C:9]([NH:22][C:23](=[O:28])[C:24]([CH3:27])([CH3:26])[CH3:25])[CH:10]=[CH:11][C:12]=1[CH2:13][N:14]1[CH:18]=[C:17]([CH2:19][C:20]#N)[CH:16]=[N:15]1)([CH3:4])([CH3:3])[CH3:2].S(=O)(=O)(O)[OH:30].[C:34](Cl)(=[O:36])[CH3:35]>CCO.S(=O)(=O)(O)O.O>[CH2:34]([O:36][C:20](=[O:30])[CH2:19][C:17]1[CH:16]=[N:15][N:14]([CH2:13][C:12]2[CH:11]=[CH:10][C:9]([NH:22][C:23](=[O:28])[C:24]([CH3:27])([CH3:26])[CH3:25])=[CH:8][C:7]=2[CH2:6][S:5][C:1]([CH3:2])([CH3:3])[CH3:4])[CH:18]=1)[CH3:35]. Procedure: N-[3-tert-Butylsulfanylmethyl-4-(4-cyanomethyl-pyrazol-1-ylmethyl)-phenyl]-2,2-dimethyl-propionamide (0.080 g, 0.20 mmol) in EtOH (10 mL) was treated with sulfuric acid (10 drops) and stirred at 50° C. for 2 hours. No reaction was observed, so additional sulfuric acid (0.5 mL) was added, and the reaction was stirred at 62° C. overnight. A small amount of product was observed, so the mixture was diluted with H2O and extracted with EtOAc to isolate a mixture of starting material and product. The m...